This data is from the Open Reaction Database (ORD), a public repository of structured organic reaction records. The task is: describe an organic reaction: reactants, conditions, products, and yield The reactants are NCC(CO)(C)C (3-amino-2,2-dimethyl-propan-1-ol), C=C1CC(=O)O1 (diketene). Yield: 70.0%. Reaction SMILES: [NH2:1][CH2:2][C:3]([CH3:7])([CH3:6])[CH2:4][OH:5].[CH2:8]=[C:9]1[O:13][C:11](=[O:12])[CH2:10]1>O1CCCC1>[OH:5][CH2:4][C:3]([CH3:7])([CH3:6])[CH2:2][NH:1][C:11](=[O:12])[CH2:10][C:9](=[O:13])[CH3:8]. Solvent: O1CCCC1 (tetrahydrofuran), O1CCCC1 (tetrahydrofuran). Product: OCC(CNC(CC(C)=O)=O)(C)C (N-(3-Hydroxy-2,2-dimethylpropyl)-3-oxobutanamide). Procedure details: A solution of 32.2 g (0.31 mol) of 3-amino-2,2-dimethyl-propan-1-ol in 60 ml tetrahydrofuran was added dropwise to a solution of 25 g of diketene (0.30 mol) in 200 ml tetrahydrofuran at −5 to 0° C. After 1 h stirring at 0° C. no more starting material was detected by thin layer chromatography. The reaction mixture was evaporated and the residue is recrystallized from 150 ml of ethyl acetate. This gave 40.6 g (0.21 mol, 73% yield) of a colorless solid. Run at temperature 0 celsius, time 1 hour. Starting materials: CCOC(=O)c1cc2sccc2[nH]1, CO, [Li+], N, [OH-]. Product: NC(=O)c1cc2sccc2[nH]1. As a reaction SMILES: [CH2:1]([O:3][C:4](=[O:2])[c:6]1[cH:7][c:8]2[c:9]([nH:10]1)[cH:11][cH:12][s:13]2)[CH3:5].[CH3:17][OH:18].[Li+:15].[NH3:14].[OH-:16]>>[O:3]=[C:4]([c:6]1[cH:7][c:8]2[c:9]([nH:10]1)[cH:11][cH:12][s:13]2)[NH2:14]. Starting materials: ClC1=C(C(=O)O)C=C(C=C1)C(F)(F)F (2-chloro-5-trifluoromethylbenzoic acid), S(O)(O)(=O)=O (sulfuric acid), [N+](=O)(O)[O-] (nitric acid). Yields the product ClC1=C(C(=O)O)C=C(C=C1[N+](=O)[O-])C(F)(F)F (2-Chloro-3-nitro-5-trifluoromethylbenzoic acid). RXN SMILES: [Cl:1][C:2]1[CH:10]=[CH:9][C:8]([C:11]([F:14])([F:13])[F:12])=[CH:7][C:3]=1[C:4]([OH:6])=[O:5].S(=O)(=O)(O)O.[N+:20]([O-])([OH:22])=[O:21]>>[Cl:1][C:2]1[C:10]([N+:20]([O-:22])=[O:21])=[CH:9][C:8]([C:11]([F:12])([F:13])[F:14])=[CH:7][C:3]=1[C:4]([OH:6])=[O:5]. Reported procedure: After dissolving at room temperature 2-chloro-5-trifluoromethylbenzoic acid (2.25 g; 10 mmol) in fuming sulfuric acid comprising 20% oleum (6 ml), fuming nitric acid (1.7 ml) is added dropwise over 30 minutes, so as to maintain the temperature of the reaction medium below 60° C. After cooling, ice is added and the precipitate is separated out, washed with water and dried. After recrystallisation from water, 2.15 g of solid corresponding to 2-chloro-3-nitro-5-trifluoromethylbenzoic acid are obtai... The reactants are ICCC (1-iodopropane), IC1=CC=C(C=C1)O (4-iodophenol), ICCC (1-iodopropane), C([O-])([O-])=O.[K+].[K+] (potassium carbonate). Solvent: CC(=O)C (acetone). Product: C(CC)OC1=CC=C(C=C1)I (4-n-propoxyiodobenzene). Yield: 91.6%. Reaction SMILES: [I:1][C:2]1[CH:7]=[CH:6][C:5]([OH:8])=[CH:4][CH:3]=1.I[CH2:10][CH2:11][CH3:12].C(=O)([O-])[O-].[K+].[K+]>CC(C)=O>[CH2:10]([O:8][C:5]1[CH:6]=[CH:7][C:2]([I:1])=[CH:3][CH:4]=1)[CH2:11][CH3:12] |f:2.3.4|. Reported procedure: A mixture of 4-iodophenol (6.6 g), 1-iodopropane (5.1 g), anhydrous potassium carbonate (13.8 g) and acetone (100 ml) was stirred at reflux for 6 hours. Two further portions of 1-iodopropane were added after one hour (5.1 g) and two hours (5.1 g). The acetone was removed by evaporation, the residue was treated with water (100 ml) and the mixture extracted with dichloromethane (2×30 ml). The organic extracts were combined, dried (MgSO4) and evaporated. The residue, an oil, was distilled at 150° C... Starting materials: COCCNC=1C(=CC=CC1)N (N1-(2-methoxyethyl)benzene-1,2-diamine), C1=CN(C=N1)C(=O)N2C=CN=C2 (CDI). Solvent: C1CCOC1 (THF), C1CCOC1 (THF). Run at time 8 hour. Product: COCCN1C(NC2=C1C=CC=C2)=O (1-(2-methoxyethyl)-1H-benzo[d]imidazol-2(3H)-one). The yield is 92.0%. As a reaction SMILES: [CH3:1][O:2][CH2:3][CH2:4][NH:5][C:6]1[C:7]([NH2:12])=[CH:8][CH:9]=[CH:10][CH:11]=1.C1N=CN([C:18](N2C=NC=C2)=[O:19])C=1>C1COCC1>[CH3:1][O:2][CH2:3][CH2:4][N:5]1[C:6]2[CH:11]=[CH:10][CH:9]=[CH:8][C:7]=2[NH:12][C:18]1=[O:19]. Procedure details: The residue 109B (422 mg, 2.54 mmol) was dissolved in THF (7.5 mL). CDI (494 mg, 3.05 mmol) in THF (7.6 mL) was added slowly via addition funnel. After addition the mixture was stirred overnight at room temperature, solvent was removed under vacuum. The residue was purified by column chromatography (5% MeOH/DCM) to give the product 1-(2-methoxyethyl)-1H-benzo[d]imidazol-2(3H)-one (109C) as an orange solid (449 mg, 92%). ESI-MS:m/z 193.3 (M+H)+. Reactants: CCO, Cc1c(Cl)c(C(F)(F)F)nn1CC(=O)N1CCC(C#N)(c2ccc(Cl)cc2)CC1, Cl, NO. The product is Cc1c(Cl)c(C(F)(F)F)nn1CC(=O)N1CCC(C(=N)NO)(c2ccc(Cl)cc2)CC1. Reaction SMILES: [CH3:33][CH2:34][OH:35].[Cl:1][c:2]1[c:3]([C:26]([F:27])([F:28])[F:29])[n:4][n:5]([CH2:8][C:9](=[O:10])[N:11]2[CH2:12][CH2:13][C:14]([C:17]#[N:18])([c:19]3[cH:20][cH:21][c:22]([Cl:25])[cH:23][cH:24]3)[CH2:15][CH2:16]2)[c:6]1[CH3:7].[ClH:30].[NH2:31][OH:32]>>[Cl:1][c:2]1[c:3]([C:26]([F:27])([F:28])[F:29])[n:4][n:5]([CH2:8][C:9](=[O:10])[N:11]2[CH2:12][CH2:13][C:14]([C:17](=[NH:18])[NH:31][OH:32])([c:19]3[cH:20][cH:21][c:22]([Cl:25])[cH:23][cH:24]3)[CH2:15][CH2:16]2)[c:6]1[CH3:7]. Reactants: C(C)(C)(C)OC(=O)NC(C(=O)O)(C)C (2-(tert-butoxycarbonylamino)-2-methylpropionic acid), C([O-])([O-])=O.[K+].[K+] (potassium carbonate), C(C1=CC=CC=C1)Br (benzyl bromide), O (water). The solvent is CN(C=O)C (N,N-dimethylformamide). Reaction conditions: time 2 hour. The product is C(C)(C)(C)OC(=O)NC(C(=O)OCC1=CC=CC=C1)(C)C (benzyl 2-(tert-butoxycarbonylamino)-2-methylpropionate). As a reaction SMILES: [C:1]([O:5][C:6]([NH:8][C:9]([CH3:14])([CH3:13])[C:10]([OH:12])=[O:11])=[O:7])([CH3:4])([CH3:3])[CH3:2].C(=O)([O-])[O-].[K+].[K+].[CH2:21](Br)[C:22]1[CH:27]=[CH:26][CH:25]=[CH:24][CH:23]=1.O>CN(C)C=O>[C:1]([O:5][C:6]([NH:8][C:9]([CH3:14])([CH3:13])[C:10]([O:12][CH2:21][C:22]1[CH:27]=[CH:26][CH:25]=[CH:24][CH:23]=1)=[O:11])=[O:7])([CH3:4])([CH3:2])[CH3:3] |f:1.2.3|. Reported procedure: To a solution of 2-(tert-butoxycarbonylamino)-2-methylpropionic acid (4.06 g) in N,N-dimethylformamide (40 mL) were added potassium carbonate (4.15 g) and benzyl bromide (2.85 mL), and the mixture was stirred at room temperature for 2 hours. The reaction mixture was poured into water, and the resulting mixture was extracted with ethylacetate. The extract was washed with water and brine, and dried over anhydrous sodium sulfate. The solvent was removed under reduced pressure. The residue (solid) w... The reactants are NC1=NC=2CC(CC(C2C(N1)(C)C)=O)C1=C(C=CC=C1)Br (2-amino-4-methyl-7-(2-bromo-phenyl)-4-methyl-7,8-dihydro-6H-quinazolin-5-one), N1=C(C=CC=C1)B(O)O (pyridin-2-ylboronic acid), NC1=NC=2CC(CC(C2C(=N1)C)=O)C1=C(C=CC=C1)C1=CC=CC=C1 (2-amino-7-biphenyl-2-yl-4-methyl-7,8-dihydro-6H-quinazolin-5-one). The product is NC1=NC=2CC(CC(C2C(=N1)C)=O)C1=C(C=CC=C1)C1=NC=CC=C1 (2-Amino-4-methyl-7-(2-pyridin-2-yl-phenyl)-7,8-dihydro-6H-quinazolin-5-one). Reaction SMILES: [NH2:1][C:2]1[NH:11][C:10]([CH3:13])(C)[C:9]2[C:8](=[O:14])[CH2:7][CH:6]([C:15]3[CH:20]=[CH:19][CH:18]=[CH:17][C:16]=3Br)[CH2:5][C:4]=2[N:3]=1.[N:22]1[CH:27]=[CH:26][CH:25]=[CH:24][C:23]=1B(O)O.NC1N=C(C)C2C(=O)CC(C3C=CC=CC=3C3C=CC=CC=3)CC=2N=1>>[NH2:1][C:2]1[N:11]=[C:10]([CH3:13])[C:9]2[C:8](=[O:14])[CH2:7][CH:6]([C:15]3[CH:20]=[CH:19][CH:18]=[CH:17][C:16]=3[C:23]3[CH:24]=[CH:25][CH:26]=[CH:27][N:22]=3)[CH2:5][C:4]=2[N:3]=1. Procedure: The title compound was prepared from 2-amino-4-methyl-7-(2-bromo-phenyl)-4-methyl-7,8-dihydro-6H-quinazolin-5-one (example 3/i stage 2/3) and pyridin-2-ylboronic acid, following the procedure describing the synthesis of 2-amino-7-biphenyl-2-yl-4-methyl-7,8-dihydro-6H-quinazolin-5-one (example 5/a stage 1). Starting materials: ClC=1C=C2C(=NC1)N(C=C2B2OC(C(O2)(C)C)(C)C)S(=O)(=O)C2=CC=C(C=C2)C (5-chloro-1-(p-tolylsulfonyl)-3-(4,4,5,5-tetramethyl-1,3,2-dioxaborolan-2-yl)pyrrolo[2,3-b]pyridine), 4-tert-butyl-2-chloro-5-fluoro-6-thiomethoxypyrimidine, C(C)(C)(C)C1=NC(=NC(=C1F)SC)Cl (4-tert-butyl-2-chloro-5-fluoro-6-(methylthio)pyrimidine), C(=O)([O-])[O-].[Na+].[Na+] (Na2CO3). The reagents and catalysts are C=1C=CC(=CC1)[P](C=2C=CC=CC2)(C=3C=CC=CC3)[Pd]([P](C=4C=CC=CC4)(C=5C=CC=CC5)C=6C=CC=CC6)([P](C=7C=CC=CC7)(C=8C=CC=CC8)C=9C=CC=CC9)[P](C=1C=CC=CC1)(C=1C=CC=CC1)C=1C=CC=CC1 (tetrakis(triphenylphosphine)palladium(0)). Run in COCCOC (1,2-dimethoxyethane). Run at temperature 150 celsius. The product is C(C)(C)(C)C1=NC(=NC(=C1F)SC)C1=CNC2=NC=C(C=C21)Cl (3-(tert-butyl-5-fluoro-6-(methylthio)pyrimidin-2-yl)-5-chloro-1H-pyrrolo[2,3-b]pyridine). Isolated yield 26.8%. RXN SMILES: [Cl:1][C:2]1[CH:3]=[C:4]2[C:10](B3OC(C)(C)C(C)(C)O3)=[CH:9][N:8](S(C3C=CC(C)=CC=3)(=O)=O)[C:5]2=[N:6][CH:7]=1.[C:30]([C:34]1[C:39]([F:40])=[C:38]([S:41][CH3:42])[N:37]=[C:36](Cl)[N:35]=1)([CH3:33])([CH3:32])[CH3:31].C([O-])([O-])=O.[Na+].[Na+]>COCCOC.C1C=CC([P]([Pd]([P](C2C=CC=CC=2)(C2C=CC=CC=2)C2C=CC=CC=2)([P](C2C=CC=CC=2)(C2C=CC=CC=2)C2C=CC=CC=2)[P](C2C=CC=CC=2)(C2C=CC=CC=2)C2C=CC=CC=2)(C2C=CC=CC=2)C2C=CC=CC=2)=CC=1>[C:30]([C:34]1[C:39]([F:40])=[C:38]([S:41][CH3:42])[N:37]=[C:36]([C:10]2[C:4]3[C:5](=[N:6][CH:7]=[C:2]([Cl:1])[CH:3]=3)[NH:8][CH:9]=2)[N:35]=1)([CH3:33])([CH3:31])[CH3:32] |f:2.3.4,^1:59,61,80,99|. Procedure: To a degassed solution of 5-chloro-1-(p-tolylsulfonyl)-3-(4,4,5,5-tetramethyl-1,3,2-dioxaborolan-2-yl)pyrrolo[2,3-b]pyridine (0.22 g, 0.50 mmol), 4-tert-butyl-2-chloro-5-fluoro-6-thiomethoxypyrimidine, 40a, (0.12 g, 0.50 mmol) in 1,2-dimethoxyethane (3 mL) and aqueous Na2CO3 (0.75 mL of 2 M solution, 1.5 mmol) was added tetrakis(triphenylphosphine)palladium(0) (0.03 g, 0.03 mmol). The reaction mixture was degassed for an additional 15 minutes. The mixture was heated in a microwave at 150° C. for... Starting materials: [Cl-].[Al+3].[Cl-].[Cl-] (aluminum chloride), [Cl-].COC(CCCC(=O)O)=O (glutaric acid monomethyl ester chloride), 10g, C=1(C(OC)=CC=CC1)OC (veratrole), 270g, Cl.N1=CC=CC=C1 (pyridinehydrochloride). The solvent is ClCCl (dichloromethane). The product is OC=1C=C(C=CC1O)C(CCCC(=O)O)=O (5-(3,4-dihydroxyphenyl)- 5-oxo-pentanoic acid). As a reaction SMILES: [Cl-].[Al+3].[Cl-].[Cl-].[Cl-].CO[C:8](=[O:15])[CH2:9][CH2:10][CH2:11][C:12]([OH:14])=[O:13].[C:16]1([O:24]C)[C:17](=[CH:20][CH:21]=[CH:22][CH:23]=1)[O:18]C.Cl.N1C=CC=CC=1>ClCCl>[OH:18][C:17]1[CH:20]=[C:21]([C:8](=[O:15])[CH2:9][CH2:10][CH2:11][C:12]([OH:14])=[O:13])[CH:22]=[CH:23][C:16]=1[OH:24] |f:0.1.2.3,4.5,7.8|. Reported procedure: Under the conditions of example 3A, 28.8g of aluminum chloride in 320 ml of dichloromethane is reacted with 11.9g of glutaric acid monomethyl ester chloride and 10g of veratrole, worked up and chromatographed. The thus obtained crude product is further reacted under the conditions of example 3A with 270g of pyridinehydrochloride and worked up. 5.6g of 5-(3,4-dihydroxyphenyl)- 5-oxo-pentanoic acid of melting point 210°-215° C. is obtained as crude product.